Dataset: the Open Reaction Database (ORD), a public repository of structured organic reaction records. Task: describe an organic reaction: reactants, conditions, products, and yield Reactants: [OH-].[Na+] (NaOH), Cl (HCl), Cl.ClC1=CC=NC=C1 (4-chloropyridine hydrochloride), ClC1=CC=C(C=C1)CCC1C(NC(NC1=O)=O)=O (5-[2-(4-chlorophenyl)-ethyl]barbituric acid), [OH-].[Na+] (NaOH). The solvent is O (water), O (water). Run at temperature 200 celsius. The product is ClC1=CC=C(C=C1)CCCC1=CC=NC=C1 (4-[3-(4-chlorophenyl)propyl]pyridine). As a reaction SMILES: Cl.Cl[C:3]1[CH:8]=[CH:7][N:6]=[CH:5][CH:4]=1.[Cl:9][C:10]1[CH:15]=[CH:14][C:13]([CH2:16][CH2:17][CH:18]2C(=O)NC(=O)NC2=O)=[CH:12][CH:11]=1.[OH-].[Na+].Cl>O>[Cl:9][C:10]1[CH:15]=[CH:14][C:13]([CH2:16][CH2:17][CH2:18][C:3]2[CH:8]=[CH:7][N:6]=[CH:5][CH:4]=2)=[CH:12][CH:11]=1 |f:0.1,3.4|. Reported procedure: A mixture of 3 g (0.02 m) of 4-chloropyridine hydrochloride and 5.3 g (0.02 m) of 5-[2-(4-chlorophenyl)-ethyl]barbituric acid was thoroughly mixed with a mortar and pestle, heated in a 200° C. oil bath for 15-20 minutes, and then cooled. To the resulting product was added 5 g of NaOH and 40 mL of water, and the mixture was refluxed for several hours. After cooling the mixture, it was acidified with concentrated HCl, again refluxed for 45 minutes, and then cooled. The resulting material was dilut...